Task: describe an organic reaction: reactants, conditions, products, and yield. Dataset: the Open Reaction Database (ORD), a public repository of structured organic reaction records Starting materials: CCOC(=O)c1cnc(C)s1, Cl, [Na+], C1COCCO1, [OH-]. Yields the product Cc1ncc(C(=O)O)s1. Reaction SMILES: [CH2:1]([CH3:2])[O:3][C:4](=[O:5])[c:6]1[cH:7][n:8][c:9]([CH3:11])[s:10]1.[ClH:14].[Na+:13].[O:15]1[CH2:16][CH2:17][O:18][CH2:19][CH2:20]1.[OH-:12]>>[O:3]=[C:4]([OH:5])[c:6]1[cH:7][n:8][c:9]([CH3:11])[s:10]1. Reactants: O=C1N(C(C2=CC=CC=C12)=O)[C@H]1C[C@]2([C@H](OCC2)C1)C(=O)NCC1=C(C=CC(=C1)C(F)(F)F)O ((3aS,5S,6aR)-5-(1,3-dioxoisoindolin-2-yl)-N-(2-hydroxy-5-(trifluoromethyl)benzyl)hexahydro-2H-cyclopenta[b]furan-3a-carboxamide), C=O (paraformaldehyde), O.C1(=CC=C(C=C1)S(=O)(=O)O)C (p-toluenesulfonic acid hydrate). Run in C1(=CC=CC=C1)C (toluene). The product is FC(C=1C=CC2=C(CN(CO2)C(=O)[C@]23[C@H](OCC2)C[C@H](C3)N3C(C2=CC=CC=C2C3=O)=O)C1)(F)F (2-((3aS,5S,6aR)-3a-(6-(trifluoromethyl)-3,4-dihydro-2H-benzo[e][1,3]oxazine-3-carbonyl)hexahydro-2H-cyclopenta[b]furan-5-yl)isoindoline-1,3-dione). RXN SMILES: [O:1]=[C:2]1[C:10]2[C:5](=[CH:6][CH:7]=[CH:8][CH:9]=2)[C:4](=[O:11])[N:3]1[C@@H:12]1[CH2:19][C@H:15]2[O:16][CH2:17][CH2:18][C@@:14]2([C:20]([NH:22][CH2:23][C:24]2[CH:29]=[C:28]([C:30]([F:33])([F:32])[F:31])[CH:27]=[CH:26][C:25]=2[OH:34])=[O:21])[CH2:13]1.C=O.O.[C:38]1(C)C=CC(S(O)(=O)=O)=CC=1>C1(C)C=CC=CC=1>[F:33][C:30]([F:31])([F:32])[C:28]1[CH:27]=[CH:26][C:25]2[O:34][CH2:38][N:22]([C:20]([C@:14]34[CH2:13][C@H:12]([N:3]5[C:4](=[O:11])[C:5]6[C:10](=[CH:9][CH:8]=[CH:7][CH:6]=6)[C:2]5=[O:1])[CH2:19][C@H:15]3[O:16][CH2:17][CH2:18]4)=[O:21])[CH2:23][C:24]=2[CH:29]=1 |f:2.3|. Procedure details: A solution of the product of Step C (7.97 g, 15.5 mmol, 1 eq), paraformaldehyde (9.28 g, 310 mmol, 20 eq) and p-toluenesulfonic acid hydrate (2.94 g, 15.5 mmol, 1 eq) in toluene (300 mL) was heated to 130° C. for 18 hours in a flask equipped with a Dean-Stark trap. The solution was cooled to rt and concentrated. Purification by chromatography (200 g column) eluting with 25 to 60 to 100% ethyl acetate/heptane afforded the product of Step D. Calculated for C25H21F3N2O5: 487.1 (M+1). found: 487.2. Reactants: C1=CC=CC=2SC3=C(C21)C=CC=C3 (dibenzothiophene), F[B-](F)(F)F.C1(=CC=CC=C1)[I+]C1=CC=CC=C1 (diphenyliodonium fluoroborate). The reagents and catalysts are C(C1=CC=CC=C1)(=O)[O-].[Cu+2].C(C1=CC=CC=C1)(=O)[O-] (copper benzoate). Product: F[B-](F)(F)F.C1(=CC=CC=C1)[S+]1C2=C(C3=C1C=CC=C3)C=CC=C2 (S-phenyldibenzothiophenium fluoroborate). Isolated yield 55.0%. As a reaction SMILES: [CH:1]1[C:9]2[C:8]3[CH:10]=[CH:11][CH:12]=[CH:13][C:7]=3[S:6][C:5]=2[CH:4]=[CH:3][CH:2]=1.[F:14][B-:15]([F:18])([F:17])[F:16].[C:19]1([I+]C2C=CC=CC=2)[CH:24]=[CH:23][CH:22]=[CH:21][CH:20]=1>C([O-])(=O)C1C=CC=CC=1.[Cu+2].C([O-])(=O)C1C=CC=CC=1>[F:14][B-:15]([F:18])([F:17])[F:16].[C:19]1([S+:6]2[C:7]3[CH:13]=[CH:12][CH:11]=[CH:10][C:8]=3[C:9]3[CH:1]=[CH:2][CH:3]=[CH:4][C:5]2=3)[CH:24]=[CH:23][CH:22]=[CH:21][CH:20]=1 |f:1.2,3.4.5,6.7|. Procedure details: A mixture was heated with stirring under nitrogen of 4.6 parts of dibenzothiophene, 9.25 parts of diphenyliodonium fluoroborate and 0.2 part of copper benzoate at 210° C. for 30 minutes. The reaction mixture was allowed to cool to room temperature resulting in a crystalline product. The product was washed several times with anhydrous diethylether and then collected by filtration. Recrystallization from methylene chloride-ethyl ether gave a 55% yield of pure S-phenyldibenzothiophenium fluoroborat... Starting materials: Cc1cc(C)cc(-c2c(OCCC3CCCCN3C(=O)OC(C)(C)C)c3cc(C(=O)N4CCCC4)c(Cl)cc3[nH]c2=O)c1, COc1ccccc1, O=C(O)C(F)(F)F. Product: Cc1cc(C)cc(-c2c(OCCC3CCCCN3)c3cc(C(=O)N4CCCC4)c(Cl)cc3[nH]c2=O)c1. RXN SMILES: [C:1]([O:2][C:3](=[O:4])[N:8]1[CH:9]([CH2:14][CH2:15][O:16][c:17]2[c:18](-[c:36]3[cH:37][c:38]([CH3:43])[cH:39][c:40]([CH3:42])[cH:41]3)[c:19](=[O:35])[nH:20][c:21]3[cH:22][c:23]([Cl:34])[c:24]([C:27](=[O:28])[N:29]4[CH2:30][CH2:31][CH2:32][CH2:33]4)[cH:25][c:26]23)[CH2:10][CH2:11][CH2:12][CH2:13]1)([CH3:5])([CH3:6])[CH3:7].[CH3:44][O:45][c:46]1[cH:47][cH:48][cH:49][cH:50][cH:51]1.[OH:52][C:53]([C:54]([F:55])([F:56])[F:57])=[O:58]>>[NH:8]1[CH:9]([CH2:14][CH2:15][O:16][c:17]2[c:18](-[c:36]3[cH:37][c:38]([CH3:43])[cH:39][c:40]([CH3:42])[cH:41]3)[c:19](=[O:35])[nH:20][c:21]3[cH:22][c:23]([Cl:34])[c:24]([C:27](=[O:28])[N:29]4[CH2:30][CH2:31][CH2:32][CH2:33]4)[cH:25][c:26]23)[CH2:10][CH2:11][CH2:12][CH2:13]1. Reactants: CC1=CCCCC(=O)OCCCCCCCCC1, CCOC(C)=O, [H][H]. The product is CC1CCCCCCCCCOC(=O)CCCC1. Reaction SMILES: [CH3:1][C:2]1=[CH:3][CH2:4][CH2:5][CH2:6][C:7](=[O:18])[O:8][CH2:9][CH2:10][CH2:11][CH2:12][CH2:13][CH2:14][CH2:15][CH2:16][CH2:17]1.[CH3:21][CH2:22][O:23][C:24](=[O:25])[CH3:26].[H:19][H:20]>>[CH3:1][CH:2]1[CH2:3][CH2:4][CH2:5][CH2:6][C:7](=[O:18])[O:8][CH2:9][CH2:10][CH2:11][CH2:12][CH2:13][CH2:14][CH2:15][CH2:16][CH2:17]1. Starting materials: CC1CN2C(=O)c3ccccc3CC2CN1Cc1ccccc1, CO, [H][H]. The product is CC1CN2C(=O)c3ccccc3CC2CN1. RXN SMILES: [CH2:1]([c:2]1[cH:3][cH:4][cH:5][cH:6][cH:7]1)[N:8]1[CH2:9][CH:10]2[N:11]([C:12](=[O:20])[c:13]3[cH:14][cH:15][cH:16][cH:17][c:18]3[CH2:19]2)[CH2:21][CH:22]1[CH3:23].[CH3:26][OH:27].[H:24][H:25]>>[NH:8]1[CH2:9][CH:10]2[N:11]([C:12](=[O:20])[c:13]3[cH:14][cH:15][cH:16][cH:17][c:18]3[CH2:19]2)[CH2:21][CH:22]1[CH3:23].